The task is: describe an organic reaction: reactants, conditions, products, and yield. This data is from the Open Reaction Database (ORD), a public repository of structured organic reaction records. The reactants are ClC1=NC=CC(=N1)NC1=C(C=CC(=C1)NC(C1=CC(=CC(=C1)N1CCOCC1)F)=O)C (2-chloro-4-[5-(3-fluoro-5-morpholinobenzamido)-2-methylanilino]pyrimidine), O1C(=CC=C1)CO (2-furylmethanol), CC(C)([O-])C.[K+] (potassium tert-butoxide). Reaction conditions: temperature 100 celsius. Product: FC=1C=C(C(=O)NC=2C=CC(=C(NC3=NC(=NC=C3)OCC=3OC=CC3)C2)C)C=C(C1)N1CCOCC1 (4-[5-(3-Fluoro-5-morpholinobenzamido)-2-methylanilino]-2-(2-furylmethoxy)pyrimidine). The yield is 82.9%. Reaction SMILES: Cl[C:2]1[N:7]=[C:6]([NH:8][C:9]2[CH:14]=[C:13]([NH:15][C:16](=[O:30])[C:17]3[CH:22]=[C:21]([N:23]4[CH2:28][CH2:27][O:26][CH2:25][CH2:24]4)[CH:20]=[C:19]([F:29])[CH:18]=3)[CH:12]=[CH:11][C:10]=2[CH3:31])[CH:5]=[CH:4][N:3]=1.[O:32]1[CH:36]=[CH:35][CH:34]=[C:33]1[CH2:37][OH:38].CC(C)([O-])C.[K+]>>[F:29][C:19]1[CH:18]=[C:17]([CH:22]=[C:21]([N:23]2[CH2:28][CH2:27][O:26][CH2:25][CH2:24]2)[CH:20]=1)[C:16]([NH:15][C:13]1[CH:12]=[CH:11][C:10]([CH3:31])=[C:9]([CH:14]=1)[NH:8][C:6]1[CH:5]=[CH:4][N:3]=[C:2]([O:38][CH2:37][C:33]2[O:32][CH:36]=[CH:35][CH:34]=2)[N:7]=1)=[O:30] |f:2.3|. Procedure details: A mixture of 2-chloro-4-[5-(3-fluoro-5-morpholinobenzamido)-2-methylanilino]pyrimidine (0.18 g), approximately one equivalent of 2-furylmethanol (0.043 g) and potassium tert-butoxide (1M in tert-butanol, 0.88 ml) was stirred and heated to 100° C. for 2 hours. The mixture was partitioned between methylene chloride and water and the organic phase was washed with brine, dried over sodium sulphate and evaporated. The residue was purified by column chromatography on silica using increasingly polar mi... Starting materials: ClC1=CC2=C(CCC3CC(N(N=C23)C2=CC=C(C=C2)[N+](=O)[O-])=O)C=C1 (9-chloro-2-(4-nitrophenyl)-4,4a,5,6-tetrahydrobenzo[h]cinnolin-3(2H)-one), Cl (hydrochloric acid). Reagents/catalysts: [Fe] (iron). The solvent is C(C)O (ethanol), O (water). Product: NC1=CC=C(C=C1)N1N=C2C3=C(CCC2CC1=O)C=CC(=C3)Cl (2-(4-aminophenyl)-9-chloro-4,4a,5,6-tetrahydrobenzo[h]cinnolin-3(2H)-one). Reaction SMILES: [Cl:1][C:2]1[CH:25]=[CH:24][C:5]2[CH2:6][CH2:7][CH:8]3[C:13]([C:4]=2[CH:3]=1)=[N:12][N:11]([C:14]1[CH:19]=[CH:18][C:17]([N+:20]([O-])=O)=[CH:16][CH:15]=1)[C:10](=[O:23])[CH2:9]3.Cl>C(O)C.O.[Fe]>[NH2:20][C:17]1[CH:18]=[CH:19][C:14]([N:11]2[C:10](=[O:23])[CH2:9][CH:8]3[C:13]([C:4]4[CH:3]=[C:2]([Cl:1])[CH:25]=[CH:24][C:5]=4[CH2:6][CH2:7]3)=[N:12]2)=[CH:15][CH:16]=1. Procedure: To a mixture of 9-chloro-2-(4-nitrophenyl)-4,4a,5,6-tetrahydrobenzo[h]cinnolin-3(2H)-one in ethanol and water is added iron powder with stirring at room temperature. To the mixture is added dropwise concentrated hydrochloric acid with stirring and heating up to 60° C. on a water bath. The resulting mixture is further stirred under heating at the same temperature and filtered, then the filtrate is concentrated. After the residue is made alkaline by adding an aqueous solution of sodium hydroxide, ... Reactants: FC(C1=CC=C(CO)C=C1)(F)F (4-(trifluoromethyl)benzyl alcohol), [H-].[Na+] (sodium hydride), ClC=1C2=C(C(N(N1)C)=O)N(C=C2)C2=C(C=C(C=C2C)C)C (4-chloro-1-mesityl-6-methyl-1,6-dihydro-7H-pyrrolo[2,3-d]pyridazin-7-one). Run in O (water), CN(C)C=O (DMF). Run at temperature 60 celsius, time 1 hour. Yields the product C1(=C(C(=CC(=C1)C)C)N1C=CC2=C1C(N(N=C2OCC2=CC=C(C=C2)C(F)(F)F)C)=O)C (1-Mesityl-6-methyl-4-[[4-(trifluoromethyl)benzyl]oxy]-1,6-dihydro-7H-pyrrolo[2,3-d]pyridazin-7-one). The yield is 24.2%. As a reaction SMILES: [F:1][C:2]([F:12])([F:11])[C:3]1[CH:10]=[CH:9][C:6]([CH2:7][OH:8])=[CH:5][CH:4]=1.[H-].[Na+].Cl[C:16]1[C:17]2[CH:26]=[CH:25][N:24]([C:27]3[C:32]([CH3:33])=[CH:31][C:30]([CH3:34])=[CH:29][C:28]=3[CH3:35])[C:18]=2[C:19](=[O:23])[N:20]([CH3:22])[N:21]=1>CN(C=O)C.O>[C:28]1([CH3:35])[CH:29]=[C:30]([CH3:34])[CH:31]=[C:32]([CH3:33])[C:27]=1[N:24]1[C:18]2[C:19](=[O:23])[N:20]([CH3:22])[N:21]=[C:16]([O:8][CH2:7][C:6]3[CH:9]=[CH:10][C:3]([C:2]([F:11])([F:12])[F:1])=[CH:4][CH:5]=3)[C:17]=2[CH:26]=[CH:25]1 |f:1.2|. Procedure details: To a solution of 4-(trifluoromethyl)benzyl alcohol (0.062 ml, 0.45 mmol) in DMF (1 ml) was added sodium hydride (60% in oil, 18 mg, 0.45 mmol). The mixture was stirred for 10 min before addition of 4-chloro-1-mesityl-6-methyl-1,6-dihydro-7H-pyrrolo[2,3-d]pyridazin-7-one (45.3 mg, 0.15 mmol). The mixture was stirred at 60° C. for 1 hour, then diluted with water (30 ml) and extracted with ethyl acetate (50 ml). The extract was washed with water, dried over magnesium sulfate and concentrated in vac... Reactants: c1ccc(COc2cccc(-c3nc4n(n3)CCc3ccccc3-4)c2)cc1, CCO. The product is Oc1cccc(-c2nc3n(n2)CCc2ccccc2-3)c1. As a reaction SMILES: [CH2:1]([c:2]1[cH:3][cH:4][cH:5][cH:6][cH:7]1)[O:8][c:9]1[cH:10][c:11](-[c:15]2[n:16][n:17]3[c:18]([n:27]2)-[c:19]2[cH:20][cH:21][cH:22][cH:23][c:24]2[CH2:25][CH2:26]3)[cH:12][cH:13][cH:14]1.[CH3:28][CH2:29][OH:30]>>[OH:8][c:9]1[cH:10][c:11](-[c:15]2[n:16][n:17]3[c:18]([n:27]2)-[c:19]2[cH:20][cH:21][cH:22][cH:23][c:24]2[CH2:25][CH2:26]3)[cH:12][cH:13][cH:14]1.